This data is from the Open Reaction Database (ORD), a public repository of structured organic reaction records. The task is: describe an organic reaction: reactants, conditions, products, and yield Reactants: CC(C)(C)Br, CC(C)(C)C=O, [Mg]. The product is CC(C)(C)C(O)C(C)(C)C. RXN SMILES: [C:1]([CH3:2])([CH3:3])([CH3:4])[Br:5].[CH3:7][C:8]([CH:9]=[O:10])([CH3:11])[CH3:12].[Mg:6]>>[C:1]([CH3:2])([CH3:3])([CH3:4])[CH:9]([C:8]([CH3:7])([CH3:11])[CH3:12])[OH:10].